Dataset: the Open Reaction Database (ORD), a public repository of structured organic reaction records. Task: describe an organic reaction: reactants, conditions, products, and yield Starting materials: C(C)OC1=C(C(=C(C=C1)C1(CCC(CC1)C1=C(C(=C(C=C1)OCCCC)F)F)O)F)F (1-(4-ethoxy-2,3-difluorophenyl)-4-(4-butoxy-2,3-difluorophenyl)cyclohexan-1-ol), C1(=CC=C(C=C1)S(=O)(=O)O)C (p-toluenesulfonic acid), O (water), O (water). Run in C1(=CC=CC=C1)C (toluene), C1(=CC=CC=C1)C (toluene). Reaction conditions: temperature 30 celsius. Yields the product C(C)OC1=C(C(=C(C=C1)C1=CCC(CC1)C1=C(C(=C(C=C1)OCCCC)F)F)F)F (1-(4-ethoxy-2,3-difluorophenyl)-4-(4-butoxy-2,3-difluorophenyl)cyclohexene). Isolated yield 56.5%. Reaction SMILES: [CH2:1]([O:3][C:4]1[CH:9]=[CH:8][C:7]([C:10]2(O)[CH2:15][CH2:14][CH:13]([C:16]3[CH:21]=[CH:20][C:19]([O:22][CH2:23][CH2:24][CH2:25][CH3:26])=[C:18]([F:27])[C:17]=3[F:28])[CH2:12][CH2:11]2)=[C:6]([F:30])[C:5]=1[F:31])[CH3:2].C1(C)C=CC(S(O)(=O)=O)=CC=1.O>C1(C)C=CC=CC=1>[CH2:1]([O:3][C:4]1[CH:9]=[CH:8][C:7]([C:10]2[CH2:15][CH2:14][CH:13]([C:16]3[CH:21]=[CH:20][C:19]([O:22][CH2:23][CH2:24][CH2:25][CH3:26])=[C:18]([F:27])[C:17]=3[F:28])[CH2:12][CH:11]=2)=[C:6]([F:30])[C:5]=1[F:31])[CH3:2]. Reported procedure: The compound (29) (19.0 g), p-toluenesulfonic acid (0.57 g) and toluene (200 ml) were mixed, and the mixture was heated under reflux for 2 hours while water being distilled was removed. The obtained reaction mixture was cooled to 30° C., and water (200 ml) and toluene (200 ml) were added thereto, and mixed. The mixture was then allowed to separate into organic and aqueous phases, and the extraction into an organic phase was carried out. The organic phase obtained was washed sequentially with a s... The reactants are CO, CCOC(=O)C(=NOC)c1csnn1, [Na+], [OH-], O. The product is CON=C(C(=O)O)c1csnn1. RXN SMILES: [CH3:18][OH:19].[CH3:3][O:4][N:5]=[C:6]([C:7](=[O:8])[O:9][CH2:10][CH3:11])[c:12]1[n:13][n:14][s:15][cH:16]1.[Na+:2].[OH-:1].[OH2:17]>>[CH3:3][O:4][N:5]=[C:6]([C:7](=[O:8])[OH:9])[c:12]1[n:13][n:14][s:15][cH:16]1. The reactants are [BH3-]C#N, Cc1cc(C)c(CNC(=O)c2cc(-c3ccc(C=O)nc3)cc(N(C)C3CCOCC3)c2C)c(=O)[nH]1, CNC, CC(=O)O, CO, [Na+]. Product: Cc1cc(C)c(CNC(=O)c2cc(-c3ccc(CN(C)C)nc3)cc(N(C)C3CCOCC3)c2C)c(=O)[nH]1. As a reaction SMILES: [C:44]([BH3-:45])#[N:46].[CH3:1][c:2]1[c:3]([CH2:10][NH:11][C:12]([c:13]2[c:14]([CH3:35])[c:15]([N:27]([CH:28]3[CH2:29][CH2:30][O:31][CH2:32][CH2:33]3)[CH3:34])[cH:16][c:17](-[c:19]3[cH:20][n:21][c:22]([CH:25]=[O:26])[cH:23][cH:24]3)[cH:18]2)=[O:36])[c:4](=[O:9])[nH:5][c:6]([CH3:8])[cH:7]1.[CH3:37][NH:38][CH3:39].[CH3:40][C:41](=[O:42])[OH:43].[CH3:48][OH:49].[Na+:47]>>[CH3:1][c:2]1[c:3]([CH2:10][NH:11][C:12]([c:13]2[c:14]([CH3:35])[c:15]([N:27]([CH:28]3[CH2:29][CH2:30][O:31][CH2:32][CH2:33]3)[CH3:34])[cH:16][c:17](-[c:19]3[cH:20][n:21][c:22]([CH2:25][N:38]([CH3:37])[CH3:39])[cH:23][cH:24]3)[cH:18]2)=[O:36])[c:4](=[O:9])[nH:5][c:6]([CH3:8])[cH:7]1. The reactants are ozone TEOS oxide, O=[O+][O-] (ozone), [Si](=O)=O (silicon dioxide), CCO[Si](OCC)(OCC)OCC (TEOS). The product is O=[O+][O-].CCO[Si](OCC)(OCC)OCC (ozone TEOS). Reaction SMILES: [Si](=O)=O.[CH3:4][CH2:5][O:6][Si:7]([O:14][CH2:15][CH3:16])([O:11][CH2:12][CH3:13])[O:8][CH2:9][CH3:10].[O:17]=[O+:18][O-:19]>>[O:17]=[O+:18][O-:19].[CH3:10][CH2:9][O:8][Si:7]([O:6][CH2:5][CH3:4])([O:11][CH2:12][CH3:13])[O:14][CH2:15][CH3:16] |f:3.4|. Reported procedure: Turning next to FIG. 7, an ozone-TEOS oxide layer 12 is refilled into the trench 10 and formed on the PE-TEOS oxide layer 8 for isolation. The ozone-TEOS oxide layer 12 indicates that a silicon dioxide is formed by CVD using source gases including TEOS and ozone. The ozone-TEOS is preferably formed by using sub-atmospheric chemical vapor deposition (SACVD). The ozone-TEOS layer is formed at a temperature in the range of about 400 to 480° C. The quality of the SACVD ozone-TEOS oxide 12 that is fo... Reactants: CC(NC(=O)OCc1ccccc1)c1ccc(C(=O)O)cc1F, CN(C)C=O, ClCCl, O=S(Cl)Cl. Yields the product CC(NC(=O)OCc1ccccc1)c1ccc(C(=O)Cl)cc1F. As a reaction SMILES: [CH2:10]([c:11]1[cH:12][cH:13][cH:14][cH:15][cH:16]1)[O:17][C:18](=[O:19])[NH:20][CH:21]([CH3:22])[c:23]1[c:24]([F:32])[cH:25][c:26]([C:27](=[O:28])[OH:29])[cH:30][cH:31]1.[CH3:5][N:6]([CH3:7])[CH:8]=[O:9].[Cl:33][CH2:34][Cl:35].[S:1]([Cl:2])([Cl:3])=[O:4]>>[Cl:3][C:27]([c:26]1[cH:25][c:24]([F:32])[c:23]([CH:21]([NH:20][C:18]([O:17][CH2:10][c:11]2[cH:12][cH:13][cH:14][cH:15][cH:16]2)=[O:19])[CH3:22])[cH:31][cH:30]1)=[O:28]. The reactants are CCOC(C)=O, O=Cc1ccccc1O, ClCc1cccc2ccccc12, [K+], [K+], O=C([O-])[O-], CN(C)C=O, O. The product is O=Cc1ccccc1OCc1cccc2ccccc12. As a reaction SMILES: [CH3:28][CH2:29][O:30][C:31](=[O:32])[CH3:33].[CH:1](=[O:2])[c:3]1[cH:4][cH:5][cH:6][cH:7][c:8]1[OH:9].[Cl:10][CH2:11][c:12]1[cH:13][cH:14][cH:15][c:16]2[cH:17][cH:18][cH:19][cH:20][c:21]12.[K+:22].[K+:23].[O-:24][C:25]([O-:26])=[O:27].[O:34]=[CH:35][N:36]([CH3:37])[CH3:38].[OH2:39]>>[CH:1](=[O:2])[c:3]1[cH:4][cH:5][cH:6][cH:7][c:8]1[O:9][CH2:11][c:12]1[cH:13][cH:14][cH:15][c:16]2[cH:17][cH:18][cH:19][cH:20][c:21]12. RXN SMILES: [Cl:1][C:2]1[CH:3]=[C:4]([N:9]2[CH2:14][CH2:13][NH:12][CH2:11][CH2:10]2)[CH:5]=[CH:6][C:7]=1[Cl:8].[F:15][C:16]([F:40])([F:39])[CH2:17][NH:18][C:19]([C:21]1([CH2:34][CH2:35][CH2:36][CH2:37]Br)[C:33]2[CH:32]=[CH:31][CH:30]=[CH:29][C:28]=2[C:27]2[C:22]1=[CH:23][CH:24]=[CH:25][CH:26]=2)=[O:20]>>[F:15][C:16]([F:39])([F:40])[CH2:17][NH:18][C:19]([C:21]1([CH2:34][CH2:35][CH2:36][CH2:37][N:12]2[CH2:13][CH2:14][N:9]([C:4]3[CH:5]=[CH:6][C:7]([Cl:8])=[C:2]([Cl:1])[CH:3]=3)[CH2:10][CH2:11]2)[C:33]2[CH:32]=[CH:31][CH:30]=[CH:29][C:28]=2[C:27]2[C:22]1=[CH:23][CH:24]=[CH:25][CH:26]=2)=[O:20]. Reactants: ClC=1C=C(C=CC1Cl)N1CCNCC1 (1-(3,4-dichlorophenyl)-piperazine), FC(CNC(=O)C1(C2=CC=CC=C2C=2C=CC=CC12)CCCCBr)(F)F (9-(4-bromo-butyl)-9H-fluorene-9-carboxylic acid-(2,2,2-trifluoroethyl)-amide). Yields the product FC(CNC(=O)C1(C2=CC=CC=C2C=2C=CC=CC12)CCCCN1CCN(CC1)C1=CC(=C(C=C1)Cl)Cl)(F)F (9-{4-[4-(3,4-dichlorophenyl)-piperazin-1-yl]-butyl}-9H-fluorene-9-carboxylic acid-(2,2,2-trifluoroethyl)-amide). Reported procedure: Prepared analogously to Example 2 b from 1-(3,4-dichlorophenyl)-piperazine and 9-(4-bromo-butyl)-9H-fluorene-9-carboxylic acid-(2,2,2-trifluoroethyl)-amide.